This data is from the Open Reaction Database (ORD), a public repository of structured organic reaction records. The task is: describe an organic reaction: reactants, conditions, products, and yield Reactants: Cl.C(C)OC=1C=C(C=CC1OC)CC(=N)N (2-(3-ethoxy-4-methoxyphenyl)ethanamidine hydrochloride), O.NN (hydrazine hydrate), C(C)(=O)NC(C(C(=O)OCC)=O)C (ethyl 3-(acetylamino)-2-oxobutanoate). Yields the product COC=1C=C(CC2=NN=C(C(N2)=O)C(C)NC(C)=O)C=CC1OC (N-{1-[3-(3,4-dimethoxybenzyl)-5-oxo-4,5-dihydro-1,2,4-triazin-6-yl]ethyl}acetamide). Reaction SMILES: Cl.[CH2:2]([O:4][C:5]1[CH:6]=[C:7]([CH2:13][C:14]([NH2:16])=[NH:15])[CH:8]=[CH:9][C:10]=1[O:11][CH3:12])C.O.[NH2:18]N.[C:20]([NH:23][CH:24]([CH3:32])[C:25](=O)[C:26](OCC)=[O:27])(=[O:22])[CH3:21]>>[CH3:2][O:4][C:5]1[CH:6]=[C:7]([CH:8]=[CH:9][C:10]=1[O:11][CH3:12])[CH2:13][C:14]1[NH:16][C:26](=[O:27])[C:25]([CH:24]([NH:23][C:20](=[O:22])[CH3:21])[CH3:32])=[N:18][N:15]=1 |f:0.1,2.3|. Procedure: Analogously to Example 10A, 979 mg (4.00 mmol) of 2-(3-ethoxy-4-methoxyphenyl)ethanamidine hydrochloride are reacted with 200 mg (4.00 mmol) of hydrazine hydrate and 1.12 g (6.00 mmol) of ethyl 3-(acetylamino)-2-oxobutanoate to give N-{1-[3-(3,4-dimethoxybenzyl)-5-oxo-4,5-dihydro-1,2,4-triazin-6-yl]ethyl}acetamide. Starting materials: Cc1cc(C(C)(C)C)nc(C(C)(C)C)c1, OCC1CC(Nc2cc(NC3CCc4ccccc43)ncn2)CC1O, CC(C)(C)OC(=O)NS(=O)(=O)Cl. The product is CC(C)(C)OC(=O)NS(=O)(=O)OCC1CC(Nc2cc(NC3CCc4ccccc43)ncn2)CC1O. As a reaction SMILES: [C:26]([c:27]1[cH:28][c:29]([CH3:30])[cH:31][c:32]([C:33]([CH3:34])([CH3:35])[CH3:36])[n:37]1)([CH3:38])([CH3:39])[CH3:40].[CH:1]1([NH:10][c:11]2[cH:12][c:13]([NH:17][CH:18]3[CH2:19][CH:20]([CH2:24][OH:25])[CH:21]([OH:23])[CH2:22]3)[n:14][cH:15][n:16]2)[CH2:2][CH2:3][c:4]2[cH:5][cH:6][cH:7][cH:8][c:9]21.[Cl:41][S:42](=[O:43])(=[O:44])[NH:45][C:46]([O:47][C:48]([CH3:49])([CH3:50])[CH3:51])=[O:52]>>[CH:1]1([NH:10][c:11]2[cH:12][c:13]([NH:17][CH:18]3[CH2:19][CH:20]([CH2:24][O:25][S:42](=[O:43])(=[O:44])[NH:45][C:46]([O:47][C:48]([CH3:49])([CH3:50])[CH3:51])=[O:52])[CH:21]([OH:23])[CH2:22]3)[n:14][cH:15][n:16]2)[CH2:2][CH2:3][c:4]2[cH:5][cH:6][cH:7][cH:8][c:9]21. The reactants are FC1=C(C=CC=C1)NC=1C(=CC=CC1)N (N-(2-fluorophenyl)benzene-1,2-diamine), S(=O)(=O)(N)N (sulfamide). Solvent: CCOCC (ether), COCCOCCOC (diglyme), COCCOCCOC (diglyme). Reaction conditions: time 15 minute. The product is FC1=C(C=CC=C1)N1S(NC2=C1C=CC=C2)(=O)=O (1-(2-fluorophenyl)-1,3-dihydro-2,1,3-benzothiadiazole 2,2-dioxide). The yield is 23.3%. As a reaction SMILES: [F:1][C:2]1[CH:7]=[CH:6][CH:5]=[CH:4][C:3]=1[NH:8][C:9]1[C:10]([NH2:15])=[CH:11][CH:12]=[CH:13][CH:14]=1.[S:16](N)(N)(=[O:18])=[O:17]>COCCOCCOC.CCOCC>[F:1][C:2]1[CH:7]=[CH:6][CH:5]=[CH:4][C:3]=1[N:8]1[C:9]2[CH:14]=[CH:13][CH:12]=[CH:11][C:10]=2[NH:15][S:16]1(=[O:18])=[O:17]. Reported procedure: Dry diglyme (10 mL) was added to a flask equipped with a dropping funnel under a nitrogen atmosphere and brought to a vigorous reflux N-(2-fluorophenyl)benzene-1,2-diamine (1.2 g, 6.0 mmol) and sulfamide (0.69 g, 7.2 mmol) were dissolved in 5 mL of diglyme and placed in the dropping funnel. The mixture was added dropwise to the flask over 15 minutes and then refluxing was continued for an additional 15 minutes. The mixture was cooled to ambient temperature and diluted with ether, washed with wat... The reactants are COc1ccccc1, COc1ccc(CN2CCN(CCN=[N+]=[N-])C(=O)C2=O)c(OC)c1, O=C(O)C(F)(F)F. Yields the product [N-]=[N+]=NCCN1CCNC(=O)C1=O. As a reaction SMILES: [CH3:32][O:33][c:34]1[cH:35][cH:36][cH:37][cH:38][cH:39]1.[N:1](=[N+:2]=[N-:3])[CH2:4][CH2:5][N:6]1[C:7](=[O:24])[C:8](=[O:23])[N:9]([CH2:12][c:13]2[cH:14][cH:15][c:16]([O:17][CH3:18])[cH:19][c:20]2[O:21][CH3:22])[CH2:10][CH2:11]1.[OH:25][C:26]([C:27]([F:28])([F:29])[F:30])=[O:31]>>[N:1](=[N+:2]=[N-:3])[CH2:4][CH2:5][N:6]1[C:7](=[O:24])[C:8](=[O:23])[NH:9][CH2:10][CH2:11]1.